Dataset: the Open Reaction Database (ORD), a public repository of structured organic reaction records. Task: describe an organic reaction: reactants, conditions, products, and yield Reactants: C(C1=CC=C(C=C1)OC)C=1SC=CC1 (2-p-anisylthiophene), C1(=CC=CC=C1)SCl (benzenesulfenyl chloride). The reagents and catalysts are [Fe] (iron). The solvent is C(Cl)(Cl)(Cl)Cl (carbon tetrachloride). Reaction conditions: time 8 day. Product: C(C1=CC=C(C=C1)OC)C=1SC(=CC1)SC1=CC=CC=C1 (2-p-anisyl-5-(phenylthio)thiophene). The yield is 27.5%. Reaction SMILES: [CH2:1]([C:10]1[S:11][CH:12]=[CH:13][CH:14]=1)[C:2]1[CH:7]=[CH:6][C:5]([O:8][CH3:9])=[CH:4][CH:3]=1.[C:15]1([S:21]Cl)[CH:20]=[CH:19][CH:18]=[CH:17][CH:16]=1>C(Cl)(Cl)(Cl)Cl.[Fe]>[CH2:1]([C:10]1[S:11][C:12]([S:21][C:15]2[CH:20]=[CH:19][CH:18]=[CH:17][CH:16]=2)=[CH:13][CH:14]=1)[C:2]1[CH:3]=[CH:4][C:5]([O:8][CH3:9])=[CH:6][CH:7]=1. Reported procedure: A solution of 34 g (0.179 mole) of 2-p-anisylthiophene in 500 ml of carbon tetrachloride was treated with 23 ml (28.5 g, 0.197 mole) of benzenesulfenyl chloride and 0.1 g of iron powder. The mixture was allowed to stand at room temperature for eight days. The mixture was filtered to remove a small amount of solid. The filtrate was evaporated to give 67 g of crude solid product. Recrystallization from 220 ml of ethyl acetate gave 15.4 g (29%) of 2-p-anisyl-5-(phenylthio)thiophene, m.p. 92°-93° C. Starting materials: CCOC(C)=O, Cl, O=Cc1ccc(F)cc1, [K+], O=C1CCCCC1, [OH-]. The product is O=C1CCCCC1=Cc1ccc(F)cc1. As a reaction SMILES: [CH3:20][CH2:21][O:22][C:23]([CH3:24])=[O:25].[ClH:19].[F:3][c:4]1[cH:5][cH:6][c:7]([CH:8]=[O:9])[cH:10][cH:11]1.[K+:2].[O:12]=[C:13]1[CH2:14][CH2:15][CH2:16][CH2:17][CH2:18]1.[OH-:1]>>[F:3][c:4]1[cH:5][cH:6][c:7]([CH:8]=[C:14]2[C:13](=[O:12])[CH2:18][CH2:17][CH2:16][CH2:15]2)[cH:10][cH:11]1. Reactants: COC=1C=C(CP(OCC)(OCC)=O)C=CC1[N+](=O)[O-] (diethyl (3-methoxy-4-nitrobenzyl)phosphonate), COC=1C=C(CP(OCC)(OCC)=O)C=CC1[N+](=O)[O-] (diethyl (3-methoxy-4-nitrobenzyl)phosphonate), S(=O)(Cl)Cl (thionyl chloride). Run in CN(C)C=O (DMF). The product is ClP(OCC)(=O)CC1=CC(=C(C=C1)[N+](=O)[O-])OC (ethyl chloro[(3-methoxy-4-nitrophenyl) methyl]phosphinate). RXN SMILES: [CH3:1][O:2][C:3]1[CH:4]=[C:5]([CH:15]=[CH:16][C:17]=1[N+:18]([O-:20])=[O:19])[CH2:6][P:7](=O)([O:11]CC)[O:8][CH2:9][CH3:10].S(Cl)([Cl:23])=O>CN(C=O)C>[Cl:23][P:7]([CH2:6][C:5]1[CH:15]=[CH:16][C:17]([N+:18]([O-:20])=[O:19])=[C:3]([O:2][CH3:1])[CH:4]=1)(=[O:11])[O:8][CH2:9][CH3:10]. Reported procedure: A solution of diethyl (3-methoxy-4-nitrobenzyl)phosphonate (Compound 1G, 5 g, 15.5 mmol) in thionyl chloride (50 mL, 690 mmol) was treated with catalytic amount of DMF and heated to reflux under nitrogen for 6 h. The mixture was concentrated under reduced pressure and co-evaporated with dichloroethane (50 mL) to give crude (ethyl chloro[(3-methoxy-4-nitrophenyl) methyl]phosphinate). This material was taken up in DCM (20 mL) and added to a solution of 2-propanol (4 mL, 52 mmol) and DIPEA (6 mL, 3... Starting materials: CCOC(=O)c1ccc(C(O)C2CCC2)cc1, ClCCl, O=C(O)C(F)(F)F. Product: CCOC(=O)c1ccc(C(=O)C2CCC2)cc1. As a reaction SMILES: [CH:8]1([CH:12]([c:13]2[cH:14][cH:15][c:16]([C:17](=[O:18])[O:19][CH2:20][CH3:21])[cH:22][cH:23]2)[OH:24])[CH2:9][CH2:10][CH2:11]1.[Cl:25][CH2:26][Cl:27].[OH:1][C:2]([C:3]([F:4])([F:5])[F:6])=[O:7]>>[CH:8]1([C:12]([c:13]2[cH:14][cH:15][c:16]([C:17](=[O:18])[O:19][CH2:20][CH3:21])[cH:22][cH:23]2)=[O:24])[CH2:9][CH2:10][CH2:11]1. Reactants: CC1=CC=C(CCOC2=CC=C(C=C2)N=C=O)C=C1 (4-(4-methylphenethyloxy)phenyl isocyanate), CNOC (N,O-dimethylhydroxylamine). Solvent: C1=CC=CC=C1 (benzene), C1=CC=CC=C1 (benzene). Reaction conditions: time 30 minute. Yields the product CC1=CC=C(CCOC2=CC=C(C=C2)NC(N(C)OC)=O)C=C1 (N'-[4-(4-methylphenethyloxy)phenyl]-N-methoxy-N-methylurea). Isolated yield 108.4%. As a reaction SMILES: [CH3:1][C:2]1[CH:19]=[CH:18][C:5]([CH2:6][CH2:7][O:8][C:9]2[CH:14]=[CH:13][C:12]([N:15]=[C:16]=[O:17])=[CH:11][CH:10]=2)=[CH:4][CH:3]=1.[CH3:20][NH:21][O:22][CH3:23]>C1C=CC=CC=1>[CH3:1][C:2]1[CH:3]=[CH:4][C:5]([CH2:6][CH2:7][O:8][C:9]2[CH:14]=[CH:13][C:12]([NH:15][C:16](=[O:17])[N:21]([O:22][CH3:23])[CH3:20])=[CH:11][CH:10]=2)=[CH:18][CH:19]=1. Procedure details: Into a solution of 5.5 g of 4-(4-methylphenethyloxy)phenyl isocyanate in 100 ml of benzene, a solution of 2 g of N,O-dimethylhydroxylamine in 50 ml of benzene is added dropwise at 20° to 30° C. After the addition is finished, the reaction mixture is continuously stirred at the same temperature for an additional 30 minutes. Thereafter, the solvent is removed under reduced pressure, and the residue is recrystallized from ethanol to obtain 7.4 g of N'-[4-(4-methylphenethyloxy)phenyl]-N-methoxy-N-me... The reactants are COC(=O)c1cc(Br)c(CO)c(Br)c1, O=C=Nc1c(Cl)cccc1Cl, ClCCl. Product: COC(=O)c1cc(Br)c(COC(=O)Nc2c(Cl)cccc2Cl)c(Br)c1. Reaction SMILES: [Br:1][c:2]1[cH:3][c:4]([C:5](=[O:6])[O:7][CH3:8])[cH:9][c:10]([Br:14])[c:11]1[CH2:12][OH:13].[Cl:15][c:16]1[c:17]([N:23]=[C:24]=[O:25])[c:18]([Cl:22])[cH:19][cH:20][cH:21]1.[Cl:26][CH2:27][Cl:28]>>[Br:1][c:2]1[cH:3][c:4]([C:5](=[O:6])[O:7][CH3:8])[cH:9][c:10]([Br:14])[c:11]1[CH2:12][O:13][C:24]([NH:23][c:17]1[c:16]([Cl:15])[cH:21][cH:20][cH:19][c:18]1[Cl:22])=[O:25]. The reactants are [BH4-].[Na+] (Sodium borohydride), ClC1=CC=C(C=C1)CN1C(=NC2=C1C(CC2)=O)C(C)(C)C (3-[(4-chlorophenyl)methyl]-2-(1,1-dimethylethyl)-5,6-dihydrocyclopenta[d]imidazol-4(3H)-one). Solvent: ClCCl (dichloromethane), CO (methanol). Run at time 16 hour. Yields the product ClC1=CC=C(C=C1)CN1C(=NC2=C1C(CC2)O)C(C)(C)C (3-[(4-chlorophenyl)methyl]-2-(1,1-dimethylethyl)-3,4,5,6-tetrahydrocyclopenta[d]imidazol-4-ol). The yield is 95.3%. Reaction SMILES: [BH4-].[Na+].[Cl:3][C:4]1[CH:9]=[CH:8][C:7]([CH2:10][N:11]2[C:15]3[C:16](=[O:19])[CH2:17][CH2:18][C:14]=3[N:13]=[C:12]2[C:20]([CH3:23])([CH3:22])[CH3:21])=[CH:6][CH:5]=1>ClCCl.CO>[Cl:3][C:4]1[CH:5]=[CH:6][C:7]([CH2:10][N:11]2[C:15]3[CH:16]([OH:19])[CH2:17][CH2:18][C:14]=3[N:13]=[C:12]2[C:20]([CH3:23])([CH3:22])[CH3:21])=[CH:8][CH:9]=1 |f:0.1|. Reported procedure: Sodium borohydride (158 mg) was added to a stirred solution of Intermediate 33 (421 mg) in dichloromethane (3 ml) and methanol (3.00 ml). The reaction mixture was stirred for 16 hours. The reaction mixture was concentrated under vacuum, partitioned between EtOAc (40 ml) and water (40 ml). The two phases were separated and the aqueous phase was extracted again with EtOAc (30 ml). The phases were separated, the organic extracts were combined, dried (hydrophobic frit) and concentrated under vacuum ...